This data is from the Open Reaction Database (ORD), a public repository of structured organic reaction records. The task is: describe an organic reaction: reactants, conditions, products, and yield Procedure: A solution of hexahydro-1,1-diphenyl-7-[(4-piperidinyl)carbonyl]-3H-oxazolo[3,4-a]pyrazin-3-one hydrochloride (0.15 g, 0.34 mmol), potassium carbonate (0.12 g, 0.87 mmol), sodium iodide (51 mg, 0.34 mmol) and 2-chloroacetamide (38 mg, 0.41 mmol) in N,N-dimethylacetamide (3 mL) was stirred at room temperature for 26 hours. The reaction solution was diluted with water, and the mixture was extracted with ethyl acetate-tetrahydrofuran. The organic layer was washed with water and saturated brine, and... Starting materials: Cl.C1(=CC=CC=C1)C1(OC(N2C1CN(CC2)C(=O)C2CCNCC2)=O)C2=CC=CC=C2 (hexahydro-1,1-diphenyl-7-[(4-piperidinyl)carbonyl]-3H-oxazolo[3,4-a]pyrazin-3-one hydrochloride), C([O-])([O-])=O.[K+].[K+] (potassium carbonate), [I-].[Na+] (sodium iodide), ClCC(=O)N (2-chloroacetamide). RXN SMILES: Cl.[C:2]1([C:8]2([C:26]3[CH:31]=[CH:30][CH:29]=[CH:28][CH:27]=3)[CH:12]3[CH2:13][N:14]([C:17]([CH:19]4[CH2:24][CH2:23][NH:22][CH2:21][CH2:20]4)=[O:18])[CH2:15][CH2:16][N:11]3[C:10](=[O:25])[O:9]2)[CH:7]=[CH:6][CH:5]=[CH:4][CH:3]=1.C(=O)([O-])[O-].[K+].[K+].[I-].[Na+].Cl[CH2:41][C:42]([NH2:44])=[O:43]>CN(C)C(=O)C.O>[O:25]=[C:10]1[N:11]2[CH2:16][CH2:15][N:14]([C:17]([CH:19]3[CH2:24][CH2:23][N:22]([CH2:41][C:42]([NH2:44])=[O:43])[CH2:21][CH2:20]3)=[O:18])[CH2:13][CH:12]2[C:8]([C:2]2[CH:3]=[CH:4][CH:5]=[CH:6][CH:7]=2)([C:26]2[CH:27]=[CH:28][CH:29]=[CH:30][CH:31]=2)[O:9]1 |f:0.1,2.3.4,5.6|. The yield is 50.9%. The solvent is CN(C(C)=O)C (N,N-dimethylacetamide), O (water). Yields the product O=C1OC(C2N1CCN(C2)C(=O)C2CCN(CC2)CC(=O)N)(C2=CC=CC=C2)C2=CC=CC=C2 (2-[4-[(Tetrahydro-3-oxo-1,1-diphenyl-3H-oxazolo[3,4-a]pyrazin-7(1H)-yl)carbonyl]-1-piperidinyl]acetamide). The reactants are Nc1ccc(Br)c(Cl)c1, CC=CC(=O)OCC, CCOC(=O)C=C(C)c1cc(F)c(N)cc1F. Product: CCOC(=O)C=C(C)c1ccc(N)cc1Cl. RXN SMILES: [Br:1][c:2]1[c:3]([Cl:9])[cH:4][c:5]([NH2:6])[cH:7][cH:8]1.[C:10]([CH:11]=[CH:12][CH3:13])(=[O:14])[O:15][CH2:16][CH3:17].[NH2:18][c:19]1[c:20]([F:21])[cH:22][c:23]([C:24]([CH3:25])=[CH:26][C:27]([O:28][CH2:29][CH3:30])=[O:31])[c:32]([F:33])[cH:34]1>>[c:2]1([C:12](=[CH:11][C:10](=[O:14])[O:15][CH2:16][CH3:17])[CH3:13])[c:3]([Cl:9])[cH:4][c:5]([NH2:6])[cH:7][cH:8]1.